Dataset: the Open Reaction Database (ORD), a public repository of structured organic reaction records. Task: describe an organic reaction: reactants, conditions, products, and yield Starting materials: COC(C(C)(OC=1C=C(\C=N\C2=CC=C(C(=O)OC)C=C2)C=CC1)C)=O ((E)-methyl 4-(3-(1-methoxy-2-methyl-1-oxopropan-2-yloxy)benzylideneamino)benzoate), isobutyl aldehyde. Reagents/catalysts: FC(S(=O)(=O)[O-])(F)F.[Y+3].FC(S(=O)(=O)[O-])(F)F.FC(S(=O)(=O)[O-])(F)F (yttrium(III) trifluoromethanesulfonate). The solvent is O1CCCC1 (tetrahydrofuran), O1CCCC1 (tetrahydrofuran). Run at time 17 hour. The product is OC1C(C(NC2=CC=C(C=C12)C(=O)OC)C1=CC(=CC=C1)OC(C(=O)OC)(C)C)(C)C (methyl 4-hydroxy-2-(3-(1-methoxy-2-methyl-1-oxopropan-2-yloxy)phenyl)-3,3-dimethyl-1,2,3,4-tetrahydroquinoline-6-carboxylate). Yield: 95.4%. Reaction SMILES: [CH3:1][O:2][C:3](=[O:26])[C:4]([CH3:25])([O:6][C:7]1[CH:8]=[C:9]([CH:22]=[CH:23][CH:24]=1)/[CH:10]=[N:11]/[C:12]1[CH:21]=[CH:20][C:15]([C:16]([O:18][CH3:19])=[O:17])=[CH:14][CH:13]=1)[CH3:5]>O1CCCC1.FC(F)(F)S([O-])(=O)=O.[Y+3].FC(F)(F)S([O-])(=O)=O.FC(F)(F)S([O-])(=O)=O>[OH:2][CH:3]1[C:21]2[C:12](=[CH:13][CH:14]=[C:15]([C:16]([O:18][CH3:19])=[O:17])[CH:20]=2)[NH:11][CH:10]([C:9]2[CH:22]=[CH:23][CH:24]=[C:7]([O:6][C:4]([CH3:5])([CH3:25])[C:3]([O:2][CH3:1])=[O:26])[CH:8]=2)[C:4]1([CH3:25])[CH3:5] |f:2.3.4.5|. Reported procedure: To a solution of (E)-methyl 4-(3-(1-methoxy-2-methyl-1-oxopropan-2-yloxy)benzylideneamino)benzoate (888 mg, 2.5 mmol) and yttrium(III) trifluoromethanesulfonate (5 mL) in tetrahydrofuran (6 mL) was added a solution of isobutyl aldehyde (216 mg, 3.0 mmol) in tetrahydrofuran (1 mL) under nitrogen. The mixture was stirred at room temperature for 17 h. The mixture was purified by column chromatography to afford 510 mg of methyl 4-hydroxy-2-(3-(1-methoxy-2-methyl-1-oxopropan-2-yloxy)phenyl)-3,3-dimet... Reactants: [Br-], O=Cc1cc(Br)cs1, CCc1ccc([Mg+])cc1, [Cl-], [NH4+], C1CCOC1. The product is CCc1ccc(C(O)c2cc(Br)cs2)cc1. RXN SMILES: [Br-:9].[Br:1][c:2]1[cH:3][c:4]([CH:7]=[O:8])[s:5][cH:6]1.[CH2:10]([CH3:11])[c:12]1[cH:13][cH:14][c:15]([Mg+:18])[cH:16][cH:17]1.[Cl-:19].[NH4+:20].[O:21]1[CH2:22][CH2:23][CH2:24][CH2:25]1>>[Br:1][c:2]1[cH:3][c:4]([CH:7]([OH:8])[c:15]2[cH:14][cH:13][c:12]([CH2:10][CH3:11])[cH:17][cH:16]2)[s:5][cH:6]1.